This data is from the Open Reaction Database (ORD), a public repository of structured organic reaction records. The task is: describe an organic reaction: reactants, conditions, products, and yield The reactants are C(#N)C=1C(=NN2C1NCCC2C2=C(C=CC=C2)NC(C(F)(F)F)=O)C2=CC=C(C=C2)O (N-(2-(3-cyano-2-(4-hydroxyphenyl)-4,5,6,7-tetrahydropyrazolo[1,5-a]pyrimidin-7-yl)phenyl)-2,2,2-trifluoroacetamide), FC1=CC=C(C=C1)B(O)O (4-fluorophenylboronic acid), TEA. Reagents/catalysts: CC(=O)[O-].CC(=O)[O-].[Cu+2] (Cu(OAc)2). Solvent: C(Cl)Cl (DCM). Run at time 16 hour. Yields the product C(#N)C=1C(=NN2C1NCCC2C2=C(C=CC=C2)NC(C(F)(F)F)=O)C2=CC=C(C=C2)OC2=CC=C(C=C2)F (N-(2-(3-cyano-2-(4-(4-fluorophenoxyl)phenyl)-4,5,6,7-tetrahydropyrazolo[1,5-a]pyrimidin-7-yl)phenyl)-2,2,2-trifluoroacetamide). Isolated yield 57.5%. Reaction SMILES: [C:1]([C:3]1[C:4]([C:25]2[CH:30]=[CH:29][C:28]([OH:31])=[CH:27][CH:26]=2)=[N:5][N:6]2[CH:11]([C:12]3[CH:17]=[CH:16][CH:15]=[CH:14][C:13]=3[NH:18][C:19](=[O:24])[C:20]([F:23])([F:22])[F:21])[CH2:10][CH2:9][NH:8][C:7]=12)#[N:2].[F:32][C:33]1[CH:38]=[CH:37][C:36](B(O)O)=[CH:35][CH:34]=1>C(Cl)Cl.CC([O-])=O.CC([O-])=O.[Cu+2]>[C:1]([C:3]1[C:4]([C:25]2[CH:30]=[CH:29][C:28]([O:31][C:36]3[CH:37]=[CH:38][C:33]([F:32])=[CH:34][CH:35]=3)=[CH:27][CH:26]=2)=[N:5][N:6]2[CH:11]([C:12]3[CH:17]=[CH:16][CH:15]=[CH:14][C:13]=3[NH:18][C:19](=[O:24])[C:20]([F:22])([F:21])[F:23])[CH2:10][CH2:9][NH:8][C:7]=12)#[N:2] |f:3.4.5|. Procedure details: To a solution of N-(2-(3-cyano-2-(4-hydroxyphenyl)-4,5,6,7-tetrahydropyrazolo[1,5-a]pyrimidin-7-yl)phenyl)-2,2,2-trifluoroacetamide (42.7 mg, 0.10 mmol) in DCM (3 mL) was added 4-fluorophenylboronic acid (17 mg, 0.12 mmol), TEA (21 mg, 0.2 mmol) and Cu(OAc)2 (22 mg, 0.12 mmol). After stirring at RT for 16 hr, the mixture was purified by Pre-TLC (DCM/CH3OH=20/1) to afford 30 mg (57%) of N-(2-(3-cyano-2-(4-(4-fluorophenoxyl)phenyl)-4,5,6,7-tetrahydropyrazolo[1,5-a]pyrimidin-7-yl)phenyl)-2,2,2-trif...